This data is from the Open Reaction Database (ORD), a public repository of structured organic reaction records. The task is: describe an organic reaction: reactants, conditions, products, and yield The reactants are Cl (hydrochloric acid), C(=O)N (Formamide), C[O-].[Na+] (sodium methoxide), NC1=C(C(=O)OC)C=C(C(=C1)OC)OCC1=CC=CC=C1 (Methyl 2-amino-5-(benzyloxy)-4-methoxybenzoate). Run in CN(C=O)C (N,N-dimethylformamide), O (water), CO (methanol). Run at temperature 100 celsius, time 8 hour. The product is C(C1=CC=CC=C1)OC=1C=C2C(NC=NC2=CC1OC)=O (6-(Benzyloxy)-7-methoxy-3,4-dihydro-4-quinazolinone). Yield: 76.0%. As a reaction SMILES: [NH2:1][C:2]1[CH:11]=[C:10]([O:12][CH3:13])[C:9]([O:14][CH2:15][C:16]2[CH:21]=[CH:20][CH:19]=[CH:18][CH:17]=2)=[CH:8][C:3]=1[C:4](OC)=[O:5].[CH:22]([NH2:24])=O.C[O-].[Na+].Cl>CN(C)C=O.CO.O>[CH2:15]([O:14][C:9]1[CH:8]=[C:3]2[C:2](=[CH:11][C:10]=1[O:12][CH3:13])[N:1]=[CH:22][NH:24][C:4]2=[O:5])[C:16]1[CH:21]=[CH:20][CH:19]=[CH:18][CH:17]=1 |f:2.3|. Reported procedure: Methyl 2-amino-5-(benzyloxy)-4-methoxybenzoate (5.0 g) was dissolved in N,N-dimethylformamide (150 ml) and methanol (30 ml). Formamide (3.5 ml) and sodium methoxide (2.8 g) were added to the solution. The mixture was heated to 100° C. and was then stirred overnight. The reaction solution was then cooled to room temperature, and 10 ml of water was then added. The reaction solution was neutralized with a 1 M aqueous hydrochloric acid solution to precipitate a solid. The solid was collected by filt... Starting materials: O=C(Nc1ccc(OCCO)cc1)C1CCOCC1, Cc1ccc(S(=O)(=O)Cl)cc1, c1ccncc1. Yields the product Cc1ccc(S(=O)(=O)OCCOc2ccc(NC(=O)C3CCOCC3)cc2)cc1. As a reaction SMILES: [OH:1][CH2:2][CH2:3][O:4][c:5]1[cH:6][cH:7][c:8]([NH:9][C:10](=[O:11])[CH:12]2[CH2:13][CH2:14][O:15][CH2:16][CH2:17]2)[cH:18][cH:19]1.[c:20]1([CH3:30])[cH:21][cH:22][c:23]([S:26](=[O:27])(=[O:28])[Cl:29])[cH:24][cH:25]1.[cH:31]1[cH:32][cH:33][n:34][cH:35][cH:36]1>>[O:1]([CH2:2][CH2:3][O:4][c:5]1[cH:6][cH:7][c:8]([NH:9][C:10](=[O:11])[CH:12]2[CH2:13][CH2:14][O:15][CH2:16][CH2:17]2)[cH:18][cH:19]1)[S:26]([c:23]1[cH:22][cH:21][c:20]([CH3:30])[cH:25][cH:24]1)(=[O:27])=[O:28]. The reactants are CNS(=O)(=O)NC(=O)N1C([C@H](C1)NC(=O)OCC1=CC=CC=C1)=O ((S)-N-[(Methylamino)sulfonyl]-2-oxo-3-[[(phenylmethoxy)carbonyl]amino]-1-azetidinecarboxamide), N1C(CC1)=O (azetidinone), C[Si](C)(C)C(C(=O)N)[Si](C)(C)C (bis(trimethylsilyl)acetamide), [H][H] (hydrogen). Reagents/catalysts: [Pd] (palladium on charcoal). The solvent is C(C)#N (acetonitrile), C(C)#N (acetonitrile). Conditions: time 30 minute. Product: N[C@@H]1C(N(C1)C(=O)NS(=O)(=O)NC)=O ((S)-3-Amino-N-[(methylamino)sulfonyl]-2-oxo-1-azetidinecarboxamide). As a reaction SMILES: [CH3:1][NH:2][S:3]([NH:6][C:7]([N:9]1[CH2:12][C@H:11]([NH:13]C(OCC2C=CC=CC=2)=O)[C:10]1=[O:24])=[O:8])(=[O:5])=[O:4].C[Si](C([Si](C)(C)C)C(N)=O)(C)C.[H][H].N1CCC1=O>C(#N)C.[Pd]>[NH2:13][C@H:11]1[CH2:12][N:9]([C:7]([NH:6][S:3]([NH:2][CH3:1])(=[O:5])=[O:4])=[O:8])[C:10]1=[O:24]. Reported procedure: (S)-N-[(Methylamino)sulfonyl]-2-oxo-3-[[(phenylmethoxy)carbonyl]amino]-1-azetidinecarboxamide (2.1 g; see Example 37) was suspended in 25 ml of acetonitrile and bis(trimethylsilyl)acetamide (3.3 g) was added. The solution was added to a suspension of 1 g of 10% palladium on charcoal in 25 ml of acetonitrile, through which hydrogen was passed for 30 minutes prior to the addition of the solution of the starting azetidinone. After 15 minutes the catalyst was removed by filtration and 2 ml of methan... Reactants: CCCCCN(CCC12CC3CC(CC(C3)C1)C2)C(=O)NCC=Cc1ccncc1, CC[Zn]CC, CCOC(C)=O, CCCCCC, [Cl-], ClCI, ClCCCl, [NH4+]. RXN SMILES: [C:15]12([CH2:25][CH2:26][N:27]([C:28](=[O:29])[NH:30][CH2:31][CH:32]=[CH:33][c:34]3[cH:35][cH:36][n:37][cH:38][cH:39]3)[CH2:40][CH2:41][CH2:42][CH2:43][CH3:44])[CH2:16][CH:17]3[CH2:18][CH:19]([CH2:20][CH:21]([CH2:22]1)[CH2:23]3)[CH2:24]2.[CH3:1][CH2:2][Zn:3][CH2:4][CH3:5].[CH3:51][CH2:52][O:53][C:54](=[O:55])[CH3:56].[CH3:6][CH2:7][CH2:8][CH2:9][CH2:10][CH3:11].[Cl-:45].[Cl:12][CH2:13][I:14].[Cl:47][CH2:48][CH2:49][Cl:50].[NH4+:46]>>[CH2:1]1[CH:32]([CH2:31][NH:30][C:28]([N:27]([CH2:26][CH2:25][C:15]23[CH2:16][CH:17]4[CH2:18][CH:19]([CH2:20][CH:21]([CH2:22]2)[CH2:23]4)[CH2:24]3)[CH2:40][CH2:41][CH2:42][CH2:43][CH3:44])=[O:29])[CH:33]1[c:34]1[cH:35][cH:36][n:37][cH:38][cH:39]1. Product: CCCCCN(CCC12CC3CC(CC(C3)C1)C2)C(=O)NCC1CC1c1ccncc1. The reactants are CN1CC(CCC1)C(=O)O (1-methyl-3-piperidinecarboxylic acid), C(C)(C)N(CCC(=O)OCC)C(C)C (ethyl 3-diisopropylaminopropionate), Cl (hydrochloric acid). Yields the product Cl.C(C)(C)N(CCC(=O)O)C(C)C (3-diisopropylaminopropionic acid hydrochloride). RXN SMILES: CN1CCCC(C(O)=O)C1.[CH:11]([N:14]([CH:22]([CH3:24])[CH3:23])[CH2:15][CH2:16][C:17]([O:19]CC)=[O:18])([CH3:13])[CH3:12].[ClH:25]>>[ClH:25].[CH:22]([N:14]([CH:11]([CH3:13])[CH3:12])[CH2:15][CH2:16][C:17]([OH:19])=[O:18])([CH3:24])[CH3:23] |f:3.4|. Reported procedure: 3-Diisopropylaminopropionic acid hydrochloride may be obtained by working according to the method described in Example 4 for the preparation of 1-methyl-3-piperidinecarboxylic acid, but starting with ethyl 3-diisopropylaminopropionate (5 g) and 6N aqueous hydrochloric acid solution (35 cc). After the product obtained has been recrystallized in acetone, 3-diisopropylaminopropionic acid hydrochloride (2.3 g), m.p. 170° C., is obtained. Reactants: C(C1=CC=CC=C1)NC=1C(=C(C=CC1)NS(=O)(=O)C)C (N-[3-(benzylamino)-2-methylphenyl]methanesulfonamide), FC1=C(C=O)C=CC=C1 (2-fluorobenzaldehyde). The product is C(C1=CC=CC=C1)N(C=1C(=C(C=CC1)NS(=O)(=O)C)C)CC1=C(C=CC=C1)F (N-{3-[benzyl(2-fluorobenzyl)amino]-2-methylphenyl}methanesulfonamide). As a reaction SMILES: [CH2:1]([NH:8][C:9]1[C:10]([CH3:20])=[C:11]([NH:15][S:16]([CH3:19])(=[O:18])=[O:17])[CH:12]=[CH:13][CH:14]=1)[C:2]1[CH:7]=[CH:6][CH:5]=[CH:4][CH:3]=1.[F:21][C:22]1[CH:29]=[CH:28][CH:27]=[CH:26][C:23]=1[CH:24]=O>>[CH2:1]([N:8]([CH2:24][C:23]1[CH:26]=[CH:27][CH:28]=[CH:29][C:22]=1[F:21])[C:9]1[C:10]([CH3:20])=[C:11]([NH:15][S:16]([CH3:19])(=[O:18])=[O:17])[CH:12]=[CH:13][CH:14]=1)[C:2]1[CH:3]=[CH:4][CH:5]=[CH:6][CH:7]=1. Procedure: The product from Example 8A and 2-fluorobenzaldehyde were processed as described in Example 1C to provide the title compound. 1H NMR (300 MHz, CDCl3) δ7.22 (m, 8H), 7.10 (t, J=8.0 Hz, 1H), 6.98 (m, 3H), 6.11 (s, 1H), 4.13 (s, 2H), 4.10 (s, 2H), 2.91 (s, 3H), 2.31 (s, 3H); MS (ESI+) m/z 399 (M+H)+; Analysis calculated for C22H23FN2O2S 0.20 TFA: C, 63.96; H, 5.55; N, 6.65. Found: C, 64.11; H, 5.69; N, 6.61. Starting materials: C(CCC)OC1=NC(=C2N=C(N(C2=N1)CC1CNCCC1)OC)N (2-(butyloxy)-8-(methyloxy)-9-(3-piperidinylmethyl)-9H-purin-6-amine), ICC(C)C (1-iodo-2-methylpropane). Product: NC1=C2NC(N(C2=NC(=N1)OCCCC)CC1CN(CCC1)CC(C)C)=O (6-Amino-2-(butyloxy)-9-{[1-(2-methylpropyl)-3-piperidinyl]methyl}-7,9-dihydro-8H-purin-8-one). Reaction SMILES: [CH2:1]([O:5][C:6]1[N:14]=[C:13]2[C:9]([N:10]=[C:11]([O:22]C)[N:12]2[CH2:15][CH:16]2[CH2:21][CH2:20][CH2:19][NH:18][CH2:17]2)=[C:8]([NH2:24])[N:7]=1)[CH2:2][CH2:3][CH3:4].I[CH2:26][CH:27]([CH3:29])[CH3:28]>>[NH2:24][C:8]1[N:7]=[C:6]([O:5][CH2:1][CH2:2][CH2:3][CH3:4])[N:14]=[C:13]2[C:9]=1[NH:10][C:11](=[O:22])[N:12]2[CH2:15][CH:16]1[CH2:21][CH2:20][CH2:19][N:18]([CH2:26][CH:27]([CH3:29])[CH3:28])[CH2:17]1. Procedure details: Prepared similarly to Example 24 from 2-(butyloxy)-8-(methyloxy)-9-(3-piperidinylmethyl)-9H-purin-6-amine and 1-iodo-2-methylpropane. The reactants are C(=O)C1=CC(=C(OC=2N=CC(=NC2)C(=O)N)C=C1)OC (5-(4-formyl-2-methoxyphenoxy)pyrazine-2-carboxamide), [BH4-].[Na+] (NaBH4), C(CC(C)C)N (isoamylamine), ( Å ). Solvent: CO (methanol). Conditions: time 8 hour. Product: COC1=C(OC=2N=CC(=NC2)C(=O)N)C=CC(=C1)CNCCC(C)C (5-{2-Methoxy-4-[(3-methylbutylamino)methyl]phenoxy}pyrazine-2-carboxamide). The yield is 54.9%. RXN SMILES: [CH:1]([C:3]1[CH:18]=[CH:17][C:6]([O:7][C:8]2[N:9]=[CH:10][C:11]([C:14]([NH2:16])=[O:15])=[N:12][CH:13]=2)=[C:5]([O:19][CH3:20])[CH:4]=1)=O.[CH2:21]([NH2:26])[CH2:22][CH:23]([CH3:25])[CH3:24].[BH4-].[Na+]>CO>[CH3:20][O:19][C:5]1[CH:4]=[C:3]([CH2:1][NH:26][CH2:21][CH2:22][CH:23]([CH3:25])[CH3:24])[CH:18]=[CH:17][C:6]=1[O:7][C:8]1[N:9]=[CH:10][C:11]([C:14]([NH2:16])=[O:15])=[N:12][CH:13]=1 |f:2.3|. Procedure: Place 5-(4-formyl-2-methoxyphenoxy)pyrazine-2-carboxamide (Example 719, Part A) (0.700 g, 2.56 mmol), isoamylamine (0.234 g, 2.69 mmol) and 3 {acute over (Å)} molecular sieves in a vial. Add methanol (12.8 mL), cap and stir overnight. Add NaBH4 (0.0969 g, 2.56 mmol) and stir until the gasses stop evolving. Load the reaction mixture directly onto a 25 g ISCO® pre-load column. Dry the column in a vacuum oven at room temperature. Purify by eluting through a 40 g ISCO® column with 5% to 20% (2.0 M N... Reactants: CC(=O)Nc1ncc(-c2ccc(Br)cc2)[nH]1, CC(C)(C)OC(=O)N1CCCC1c1ncc(-c2ccc(B3OC(C)(C)C(C)(C)O3)cc2)[nH]1, COCCOC, [Na+], O=C([O-])O, O, c1ccc(P(c2ccccc2)(c2ccccc2)[Pd](P(c2ccccc2)(c2ccccc2)c2ccccc2)(P(c2ccccc2)(c2ccccc2)c2ccccc2)P(c2ccccc2)(c2ccccc2)c2ccccc2)cc1. Product: CC(=O)Nc1ncc(-c2ccc(-c3ccc(-c4cnc(C5CCCN5C(=O)OC(C)(C)C)[nH]4)cc3)cc2)[nH]1. As a reaction SMILES: [Br:1][c:2]1[cH:3][cH:4][c:5](-[c:8]2[cH:9][n:10][c:11]([NH:13][C:14]([CH3:15])=[O:16])[nH:12]2)[cH:6][cH:7]1.[CH3:17][C:18]1([CH3:19])[C:20]([CH3:21])([CH3:22])[O:23][B:24]([c:25]2[cH:26][cH:27][c:28](-[c:31]3[cH:32][n:33][c:34]([CH:36]4[N:37]([C:41](=[O:42])[O:43][C:44]([CH3:45])([CH3:46])[CH3:47])[CH2:38][CH2:39][CH2:40]4)[nH:35]3)[cH:29][cH:30]2)[O:48]1.[CH3:54][O:55][CH2:56][CH2:57][O:58][CH3:59].[Na+:53].[O-:49][C:50]([OH:51])=[O:52].[OH2:60].[cH:61]1[cH:62][cH:63][c:64]([P:65]([Pd:66]([P:67]([c:68]2[cH:69][cH:70][cH:71][cH:72][cH:73]2)([c:74]2[cH:75][cH:76][cH:77][cH:78][cH:79]2)[c:80]2[cH:81][cH:82][cH:83][cH:84][cH:85]2)([P:86]([c:87]2[cH:88][cH:89][cH:90][cH:91][cH:92]2)([c:93]2[cH:94][cH:95][cH:96][cH:97][cH:98]2)[c:99]2[cH:100][cH:101][cH:102][cH:103][cH:104]2)[P:105]([c:106]2[cH:107][cH:108][cH:109][cH:110][cH:111]2)([c:112]2[cH:113][cH:114][cH:115][cH:116][cH:117]2)[c:118]2[cH:119][cH:120][cH:121][cH:122][cH:123]2)([c:124]2[cH:125][cH:126][cH:127][cH:128][cH:129]2)[c:130]2[cH:131][cH:132][cH:133][cH:134][cH:135]2)[cH:136][cH:137]1>>[c:2]1(-[c:25]2[cH:26][cH:27][c:28](-[c:31]3[cH:32][n:33][c:34]([CH:36]4[N:37]([C:41](=[O:42])[O:43][C:44]([CH3:45])([CH3:46])[CH3:47])[CH2:38][CH2:39][CH2:40]4)[nH:35]3)[cH:29][cH:30]2)[cH:3][cH:4][c:5](-[c:8]2[cH:9][n:10][c:11]([NH:13][C:14]([CH3:15])=[O:16])[nH:12]2)[cH:6][cH:7]1. Reactants: CS(=O)(=O)OCCCCOC1=CC2=C(C(OC(N2)=O)(C)C)C=C1 (7-(4-methanesulfonyloxy-butoxy)-4,4-dimethyl-4H-3,1-benzoxazin-2-one), ClC1=CC=C(C=C1)S (4-chlorothiophenol). The product is ClC1=CC=C(C=C1)SCCCCOC1=CC2=C(C(OC(N2)=O)(C)C)C=C1 (7-[4-(4-Chloro-phenylmercapto)-butoxy)-4,4-dimethyl-4H-3,1-benzoxazin-2-one). RXN SMILES: CS(O[CH2:6][CH2:7][CH2:8][CH2:9][O:10][C:11]1[CH:23]=[CH:22][C:14]2[C:15]([CH3:21])([CH3:20])[O:16][C:17](=[O:19])[NH:18][C:13]=2[CH:12]=1)(=O)=O.[Cl:24][C:25]1[CH:30]=[CH:29][C:28]([SH:31])=[CH:27][CH:26]=1>>[Cl:24][C:25]1[CH:30]=[CH:29][C:28]([S:31][CH2:6][CH2:7][CH2:8][CH2:9][O:10][C:11]2[CH:23]=[CH:22][C:14]3[C:15]([CH3:20])([CH3:21])[O:16][C:17](=[O:19])[NH:18][C:13]=3[CH:12]=2)=[CH:27][CH:26]=1. Procedure: Prepared analogously to Example 210 from 7-(4-methanesulfonyloxy-butoxy)-4,4-dimethyl-4H-3,1-benzoxazin-2-one and 4-chlorothiophenol.